From a dataset of the Open Reaction Database (ORD), a public repository of structured organic reaction records. describe an organic reaction: reactants, conditions, products, and yield The reactants are N1([C@@H](C(=O)N(CC(=O)OCC)C)CCCC1)C(=O)OCC1=CC=CC=C1 (Cbz-D-hPro-N(Me)Gly-OEt), O[Li].O (LiOH.H2O). Solvent: O1CCOCC1 (p-dioxane), O (water). Reaction conditions: time 12 hour. Yields the product N1([C@@H](C(=O)N(CC(=O)O)C)CCCC1)C(=O)OCC1=CC=CC=C1 (Cbz-D-hPro-N(Me)Gly-OH). Isolated yield 90.1%. RXN SMILES: [N:1]1([C:17]([O:19][CH2:20][C:21]2[CH:26]=[CH:25][CH:24]=[CH:23][CH:22]=2)=[O:18])[CH2:16][CH2:15][CH2:14][CH2:13][C@@H:2]1[C:3]([N:5]([CH3:12])[CH2:6][C:7]([O:9]CC)=[O:8])=[O:4].O[Li].O>O1CCOCC1.O>[N:1]1([C:17]([O:19][CH2:20][C:21]2[CH:26]=[CH:25][CH:24]=[CH:23][CH:22]=2)=[O:18])[CH2:16][CH2:15][CH2:14][CH2:13][C@@H:2]1[C:3]([N:5]([CH3:12])[CH2:6][C:7]([OH:9])=[O:8])=[O:4] |f:1.2|. Procedure details: To a solution of Cbz-D-hPro-N(Me)Gly-OEt (6 g, 16.6 mmol) in p-dioxane (200 mL) was added a solution of LiOH.H2O (2.78 g, 66.2 mmol) in water (100 mL) with vigorous stirring. After stirring for 12 hours, the solution was concentrated to a volume of 50 mL, diluted with water (100 mL), and extracted twice with diethyl ether (200 mL). The aqueous phase was adjusted to pH 2 with 5N aqueous HCl and extracted three times with ethyl acetate (150 mL). The combined ethyl acetate extracts were dried with ... Starting materials: CC=1C=CC(NC1)=O (5-methyl-2(1H)-pyridone), Cl.BrC1=CC=NC=C1 (4-bromopyridine hydrochloride), C(=O)([O-])[O-].[K+].[K+] (K2CO3). The reagents and catalysts are [Cu]I (CuI). Solvent: CN(C)C=O (DMF), N (ammonia). The product is N1=CC=C(C=C1)N1C(C=CC(=C1)C)=O (1-(4-pyridinyl)-5-methyl-2-pyridone), target compound. Isolated yield 35.0%. Reaction SMILES: [CH3:1][C:2]1[CH:3]=[CH:4][C:5](=[O:8])[NH:6][CH:7]=1.Cl.Br[C:11]1[CH:16]=[CH:15][N:14]=[CH:13][CH:12]=1.C([O-])([O-])=O.[K+].[K+]>CN(C=O)C.N.[Cu]I>[N:14]1[CH:15]=[CH:16][C:11]([N:6]2[CH:7]=[C:2]([CH3:1])[CH:3]=[CH:4][C:5]2=[O:8])=[CH:12][CH:13]=1 |f:1.2,3.4.5|. Procedure: Compound 22 was synthesized by condensation of 5-methyl-2(1H)-pyridone (327.4 mg, 3 mmol) with 4-bromopyridine hydrochloride (778 mg, 4 mmol) in the presence of CuI (60 mg, 0.3 mmol) and K2CO3 (1.36 g, 10 mmol) in DMF (3 ml) at 135° C. overnight. The reaction mixture was diluted with 10% ammonia (15 ml) and extracted with ethyl acetate. Organic extract was washed with saturated sodium chloride, dried over magnesium sulfate and evaporated. Column chromatography (5% MeOH-DCM) afforded 197 mg (35%)... Reactants: COC=1C=C2N=C(C(N(C2=CC1)C)=O)NNC(CCC)=O (6-methoxy-1-methyl-3-(2'-butanoyldiazanyl)-1H-quinoxalin-2-one), C1(=CC=CC=C1)O (phenol), 8-methoxy-5-methyl-1-propyl-4H-1,2,4-triazolo(4,3-a)quinoxalin-2-one. Product: COC1=CC=C2N(C(C=3N(C2=C1)C(=NN3)CCC)=O)C (8-Methoxy-5-methyl-1-propyl-4H-1,2,4-triazolo(4,3-a)quinoxalin-4-one). As a reaction SMILES: [CH3:1][O:2][C:3]1[CH:4]=[C:5]2[C:10](=[CH:11][CH:12]=1)[N:9]([CH3:13])[C:8](=[O:14])[C:7]([NH:15][NH:16][C:17](=O)[CH2:18][CH2:19][CH3:20])=[N:6]2.C1(O)C=CC=CC=1>>[CH3:1][O:2][C:3]1[CH:4]=[C:5]2[C:10]([N:9]([CH3:13])[C:8](=[O:14])[C:7]3[N:6]2[C:17]([CH2:18][CH2:19][CH3:20])=[N:16][N:15]=3)=[CH:11][CH:12]=1. Procedure details: A mixture of 6-methoxy-1-methyl-3-(2'-butanoyldiazanyl)-1H-quinoxalin-2-one (10.9 g., 27.5 mmol) and phenol (27.3 g.) was heated at 180° for 3.5 hours and allowed to cool to room temperature. The mixture was diluted with 50 ml. of ether and the resulting solid collected by filtration and washed with ether. The material was recrystallized from acetonitrile, collected by filtration, and dried under high vacuum overnight to give 7.6 g. of 8-methoxy-5-methyl-1-propyl-4H-1,2,4-triazolo(4,3-a)quinoxal... Starting materials: O=C1NCCCCC1C=CC1=C(C(=O)OC)C=CC=C1 (methyl 2-[2-(hexahydro-2-oxo-1H-azepin-3-yl)ethenyl]benzoate). Reagents/catalysts: [Pd] (Pd on carbon). Run in CO (MeOH). The product is O=C1NCCCCC1CCC1=C(C(=O)OC)C=CC=C1 (methyl 2-[2-(hexahydro-2-oxo-1H-azepin-3-yl)ethyl]benzoate). As a reaction SMILES: [O:1]=[C:2]1[CH:8]([CH:9]=[CH:10][C:11]2[CH:20]=[CH:19][CH:18]=[CH:17][C:12]=2[C:13]([O:15][CH3:16])=[O:14])[CH2:7][CH2:6][CH2:5][CH2:4][NH:3]1>CO.[Pd]>[O:1]=[C:2]1[CH:8]([CH2:9][CH2:10][C:11]2[CH:20]=[CH:19][CH:18]=[CH:17][C:12]=2[C:13]([O:15][CH3:16])=[O:14])[CH2:7][CH2:6][CH2:5][CH2:4][NH:3]1. Procedure: The title material of Example 85 in MeOH is hydrogenated over Pd on carbon in a standard Parr apparatus by the method of Example 35 to generate the title product. Starting materials: C1(=CCCCC1)C1=CC=C(C=C1)C=1N=C(OC1)C1=NN(C(=C1)C)CC1=CC=C(C=C1)C (4-(4-Cyclohex-1-en-1-ylphenyl)-2-[5-methyl-1-(4-methylbenzyl)-1H-pyrazol-3-yl]-1,3-oxazole), [H][H] (hydrogen). Reagents/catalysts: [Pd] (palladium). Solvent: C(C)O (ethanol). Product: C1(CCCCC1)C1=CC=C(C=C1)C=1N=C(OC1)C1=NN(C(=C1)C)CC1=CC=C(C=C1)C (4-(4-Cyclohex-1-ylphenyl)-2-[5-methyl-1-(4-methylbenzyl)-1H-pyrazol-3-yl]-1,3-oxazole). The yield is 43.3%. As a reaction SMILES: [C:1]1([C:7]2[CH:12]=[CH:11][C:10]([C:13]3[N:14]=[C:15]([C:18]4[CH:22]=[C:21]([CH3:23])[N:20]([CH2:24][C:25]5[CH:30]=[CH:29][C:28]([CH3:31])=[CH:27][CH:26]=5)[N:19]=4)[O:16][CH:17]=3)=[CH:9][CH:8]=2)[CH2:6][CH2:5][CH2:4][CH2:3][CH:2]=1.[H][H]>C(O)C.[Pd]>[CH:1]1([C:7]2[CH:8]=[CH:9][C:10]([C:13]3[N:14]=[C:15]([C:18]4[CH:22]=[C:21]([CH3:23])[N:20]([CH2:24][C:25]5[CH:30]=[CH:29][C:28]([CH3:31])=[CH:27][CH:26]=5)[N:19]=4)[O:16][CH:17]=3)=[CH:11][CH:12]=2)[CH2:6][CH2:5][CH2:4][CH2:3][CH2:2]1. Reported procedure: A solution of 4-(4-cyclohex-1-en-1-ylphenyl)-2-[5-methyl-1-(4-methylbenzyl)-1H-pyrazol-3-yl]-1,3-oxazole (Example 80, 30 mg, 0.073 mmol) in ethanol (1.5 ml) was hydrogenated in a continuous-flow reactor (H-cube, Thales Nano, Hungary) at an hydrogen pressure of 1 bar at rt with a flow rate of 1 ml/min using palladium (10% on charcoal) as a stationary phase. After evaporation of the solvent, the crude material was purified by preparative HPLC to afford the title compound as a white solid (13 mg, 4... The reactants are C1(=CC=CC=C1)N1N=C2C(=CNC=3C=CC(=NC23)N2CCNCC2)C1=O (2-Phenyl-8-(piperazin-1-yl)-2,5-dihydro-pyrazolo[4,3-c][1,5]naphthyridin-3-one), C1(=CC=CC=C1)N1CCNCC1 (1-phenylpiperazine). The product is C1(=CC=CC=C1)N1N=C2C(=CNC=3C=CC(=NC23)N2CCN(CC2)C2=CC=CC=C2)C1=O (2-Phenyl-8-(4-phenyl-piperazin-1-yl)-2,5-dihydro-pyrazolo[4,3-c][1,5]naphthyridin-3-one). Reaction SMILES: [C:1]1([N:7]2[C:25](=[O:26])[C:10]3=[CH:11][NH:12][C:13]4[CH:14]=[CH:15][C:16]([N:19]5[CH2:24][CH2:23][NH:22][CH2:21][CH2:20]5)=[N:17][C:18]=4[C:9]3=[N:8]2)[CH:6]=[CH:5][CH:4]=[CH:3][CH:2]=1.[C:27]1(N2CCNCC2)[CH:32]=[CH:31][CH:30]=[CH:29][CH:28]=1>>[C:1]1([N:7]2[C:25](=[O:26])[C:10]3=[CH:11][NH:12][C:13]4[CH:14]=[CH:15][C:16]([N:19]5[CH2:20][CH2:21][N:22]([C:27]6[CH:32]=[CH:31][CH:30]=[CH:29][CH:28]=6)[CH2:23][CH2:24]5)=[N:17][C:18]=4[C:9]3=[N:8]2)[CH:6]=[CH:5][CH:4]=[CH:3][CH:2]=1. Procedure details: The title compound was prepared following the procedure described for 6a using 1-phenylpiperazine instead of piperazine. 1H-NMR (DMSO-d6) δ (ppm): 2.80 (4H, br), 3.11 (1H, m), 3.80 (1H, dd, J=11.44, 2.75 Hz), 4.39 (1H, J=11.53 Hz), 4.41 (1H, J=11.53 Hz), 7.14 (1H, tt, J=7.42, 1.09 Hz), 7.36 (6H, m), 7.52 (2H, m), 7.83 (1H, d, J=9.34 Hz), 8.16 (2H, m), 8.54 (1H, s). m/z 423.5 (MH+). Starting materials: CN1C=CC(C2=CC=CC=C12)=O (1-methyl-4-quinolone), COC1=CC=C(C=C1)P1(SP(S1)(=S)C1=CC=C(C=C1)OC)=S (2,4-bis-(4-methoxyphenyl)-2,4-dithioxo-1,3,2,4-dithiadiphosphetane). Run in C1=CC=CC=C1 (benzene). Conditions: time 1 hour. Product: CN1C=CC(C2=CC=CC=C12)=S (1-methyl-quinolin-4-thione). The yield is 165.4%. As a reaction SMILES: [CH3:1][N:2]1[C:11]2[C:6](=[CH:7][CH:8]=[CH:9][CH:10]=2)[C:5](=O)[CH:4]=[CH:3]1.COC1C=CC(P2(=S)SP(C3C=CC(OC)=CC=3)(=S)[S:22]2)=CC=1>C1C=CC=CC=1>[CH3:1][N:2]1[C:11]2[C:6](=[CH:7][CH:8]=[CH:9][CH:10]=2)[C:5](=[S:22])[CH:4]=[CH:3]1. Procedure details: Under an inert atmosphere, 1 g of 1-methyl-4-quinolone was dissolved in 20 ml of benzene and then under bigorous stirring, 1.27 g of 2,4-bis-(4-methoxyphenyl)-2,4-dithioxo-1,3,2,4-dithiadiphosphetane (Lawesson's reagent) was added all at once with stirring for 1 hour at reflux. After cooling and concentrating to dryness by distilling under reduced pressure, the 2.5 g of residue were chromatographed on silica and eluted with a mixture of methyl chloride and methanol (9/1) to obtain 910 mg of the ... Reactants: [Cl-].[Li+].C(C)(C)[Mg]Cl (Isopropyl magnesium chloride lithium chloride), S1C=NC=C1 (thiazole), C(CC)(=O)[C@@H]1CC[C@H](CC1)C(=O)OC (methyl trans-4-propanoylcyclohexanecarboxylate). Solvent: C1CCOC1 (THF), C1CCOC1 (THF). Run at time 30 minute. The product is OC(CC)(C=1SC=CN1)[C@@H]1CC[C@H](CC1)C(=O)OC (trans-methyl 4-[1-hydroxy-1-(1,3-thiazol-2-yl)propyl]cyclohexanecarboxylate). As a reaction SMILES: [Cl-].[Li+].C([Mg]Cl)(C)C.[S:8]1[CH:12]=[CH:11][N:10]=[CH:9]1.[C:13]([C@H:17]1[CH2:22][CH2:21][C@H:20]([C:23]([O:25][CH3:26])=[O:24])[CH2:19][CH2:18]1)(=[O:16])[CH2:14][CH3:15]>C1COCC1>[OH:16][C:13]([C@H:17]1[CH2:22][CH2:21][C@H:20]([C:23]([O:25][CH3:26])=[O:24])[CH2:19][CH2:18]1)([C:9]1[S:8][CH:12]=[CH:11][N:10]=1)[CH2:14][CH3:15] |f:0.1.2|. Reported procedure: Isopropyl magnesium chloride lithium chloride (1.3 M in THF, 6.66 mL, 8.66 mmol) was added drop-wise to a solution of thiazole (0.675 mL, 9.44 mmol) in THF (5 mL) at 0° C. The reaction was stirred for 30 minutes and the ice bath was removed. Stirring was then continued for 10 minutes before the reaction was re-cooled in an acetone/dry ice bath, then a solution of methyl trans-4-propanoylcyclohexanecarboxylate (1.56 g, 7.87 mmol) in THF (15 mL) was transferred in via cannula. The reaction was sti... The reactants are CS(C)=O, CC(=O)OC(C)=O, CCOC(C)=O, O, O=C(Cc1ccccc1)NC1C(=O)N2C1SCC(O)C2C(=O)OCc1ccc([N+](=O)[O-])cc1. Product: CC(=O)OC=C1CSC2C(NC(=O)Cc3ccccc3)C(=O)N2C1C(=O)OCc1ccc([N+](=O)[O-])cc1. Reaction SMILES: [CH3:34][S:35]([CH3:36])=[O:37].[CH3:38][C:39](=[O:40])[O:41][C:42](=[O:43])[CH3:44].[CH3:46][CH2:47][O:48][C:49](=[O:50])[CH3:51].[OH2:45].[c:1]1([CH2:7][C:8](=[O:9])[NH:10][CH:11]2[CH:12]3[N:13]([CH:14]([C:19](=[O:20])[O:21][CH2:22][c:23]4[cH:24][cH:25][c:26]([N+:29](=[O:30])[O-:31])[cH:27][cH:28]4)[CH:15]([OH:18])[CH2:16][S:17]3)[C:32]2=[O:33])[cH:2][cH:3][cH:4][cH:5][cH:6]1>>[c:1]1([CH2:7][C:8](=[O:9])[NH:10][CH:11]2[CH:12]3[N:13]([CH:14]([C:19](=[O:20])[O:21][CH2:22][c:23]4[cH:24][cH:25][c:26]([N+:29](=[O:30])[O-:31])[cH:27][cH:28]4)[C:15](=[CH:42][O:41][C:39]([CH3:38])=[O:40])[CH2:16][S:17]3)[C:32]2=[O:33])[cH:2][cH:3][cH:4][cH:5][cH:6]1.